From a dataset of the Open Reaction Database (ORD), a public repository of structured organic reaction records. describe an organic reaction: reactants, conditions, products, and yield Starting materials: COC(=O)C1=C(C2=C(N=CN=C2Cl)S1)C (4-chloro-5-methyl-thieno[2,3-d]pyrimidine-6-carboxylic acid methyl ester), NC1=C(C=C(C=C1)F)O (2-amino-5-fluor-phenol), C1(=CC=C(C=C1)S(=O)(=O)O)C (p-toluenesulfonic acid). The solvent is O1CCOCC1 (dioxane). Reaction conditions: temperature 140 celsius, time 15 minute. The product is COC(=O)C1=C(C2=C(N=CN=C2NC2=C(C=C(C=C2)F)O)S1)C (4-(4-Fluoro-2-hydroxy-phenylamino)-5-methyl-thieno[2,3-d]pyrimidine-6-carboxylic acid methyl ester). Reaction SMILES: [CH3:1][O:2][C:3]([C:5]1[S:14][C:8]2[N:9]=[CH:10][N:11]=[C:12](Cl)[C:7]=2[C:6]=1[CH3:15])=[O:4].[NH2:16][C:17]1[CH:22]=[CH:21][C:20]([F:23])=[CH:19][C:18]=1[OH:24].C1(C)C=CC(S(O)(=O)=O)=CC=1>O1CCOCC1>[CH3:1][O:2][C:3]([C:5]1[S:14][C:8]2[N:9]=[CH:10][N:11]=[C:12]([NH:16][C:17]3[CH:22]=[CH:21][C:20]([F:23])=[CH:19][C:18]=3[OH:24])[C:7]=2[C:6]=1[CH3:15])=[O:4]. Procedure details: A mixture of 4-chloro-5-methyl-thieno[2,3-d]pyrimidine-6-carboxylic acid methyl ester (500 mg), 2-amino-5-fluor-phenol (265 mg) and p-toluenesulfonic acid (75 mg) in dioxane (5 ml) was stirred at 140° C. for 15 minutes under microwave radiation. The reaction mixture was allowed to cool, filtered and the filtercake was washed with dioxane, MeOH and diethyl ether to give the desired product. As a reaction SMILES: [C:1]1([CH3:7])[CH:6]=[CH:5][CH:4]=[CH:3][CH:2]=1.[Cu]([C:11]#[N:12])C#N.[ClH:13]>O>[Cl:13][C:3]1[CH:4]=[CH:5][C:6]([C:11]#[N:12])=[C:1]([CH3:7])[CH:2]=1. Yields the product ClC1=CC(=C(C#N)C=C1)C (4-chloro-2-methylbenzonitrile). Reactants: C1(=CC=CC=C1)C (Toluene), [Cu](C#N)C#N (copper cyanide), diazonium salt, C1(=CC=CC=C1)C (toluene), Cl (HCl), FeCl3.6H2O. Procedure details: Toluene (30 mL) and ice was added to the above copper cyanide solution and then the reaction mixture was stirred vigorously. The above diazonium salt solution was then slowly added to the reaction mixture. After the addition was complete, the reaction mixture was stirred at 0° C. for 30 minutes. The reaction mixture was then allowed to warm to room temperature (25° C.), and then stirred for another hour. The reaction mixture was then heated to 50° C. for 2 hours without stirring. The toluene pha... The solvent is O (H2O), O (H2O). Reaction conditions: temperature 25 celsius. Starting materials: O([N+](=O)[O-])[C@@H]1CC[C@H](CC1)CNC(CCC(=O)O)=O (N-(trans-4-nitroxycyclohexylmethyl)-succinic acid monoamide), O([N+](=O)[O-])[C@@H]1CC[C@H](CC1)CN (trans-4-nitroxycyclohexylmethylamine), C1(CCC(=O)O1)=O (succinic acid anhydride). Yields the product O([N+](=O)[O-])[C@@H]1CC[C@H](CC1)NC(CCC(=O)O)=O (N-(trans-4-nitroxycyclohexyl)-succinic acid monoamide). Isolated yield 80.0%. Reaction SMILES: O([C@H]1CC[C@H](C[NH:12][C:13](=[O:19])[CH2:14][CH2:15][C:16]([OH:18])=[O:17])CC1)[N+]([O-])=O.[O:20]([C@H:24]1[CH2:29][CH2:28][C@H:27](CN)[CH2:26][CH2:25]1)[N+:21]([O-:23])=[O:22].C1(=O)OC(=O)CC1>>[O:20]([C@H:24]1[CH2:25][CH2:26][C@H:27]([NH:12][C:13](=[O:19])[CH2:14][CH2:15][C:16]([OH:18])=[O:17])[CH2:28][CH2:29]1)[N+:21]([O-:23])=[O:22]. Procedure: N-(trans-4-nitroxycyclohexylmethyl)-succinic acid monoamide from trans-4-nitroxycyclohexylmethylamine and succinic acid anhydride melting point: 79°-81° C. (ether), yield: 80%. Starting materials: [Li]CCCC (n-BuLi), C(C1=CC=CC=C1)(=O)NC(CCC=O)C(=O)OCC (4-(N-benzoyl)amino-4-carbethoxy-1-butanal), [NH4+].[Cl-] (NH4Cl), C(C)(C)NC(C)C (Diisopropylamine), C(C1=CC=CC=C1)=NCC(=O)OCC (ethyl N-benzylideneglycinate). Solvent: C1CCOC1 (THF), C1CCOC1 (THF). Reaction conditions: temperature -10 celsius, time 10 minute. Product: NC(C(=O)OCC)C(CCC(C(=O)OCC)NC(C1=CC=CC=C1)=O)O (2-amino-3-hydroxy-6-(N-benzoyl)aminoheptanedioic acid, diethyl ester). The yield is 71.8%. Reaction SMILES: C(NC(C)C)(C)C.[Li]CCCC.C(=[N:20][CH2:21][C:22]([O:24][CH2:25][CH3:26])=[O:23])C1C=CC=CC=1.[C:27]([NH:35][CH:36]([C:41]([O:43][CH2:44][CH3:45])=[O:42])[CH2:37][CH2:38][CH:39]=[O:40])(=[O:34])[C:28]1[CH:33]=[CH:32][CH:31]=[CH:30][CH:29]=1.[NH4+].[Cl-]>C1COCC1>[NH2:20][CH:21]([CH:39]([OH:40])[CH2:38][CH2:37][CH:36]([NH:35][C:27](=[O:34])[C:28]1[CH:29]=[CH:30][CH:31]=[CH:32][CH:33]=1)[C:41]([O:43][CH2:44][CH3:45])=[O:42])[C:22]([O:24][CH2:25][CH3:26])=[O:23] |f:4.5|. Reported procedure: Diisopropylamine (2.34 ml, 16.7 mmoles) is added to anhydrous THF (75 ml) and cooled to -10° C. At this point 2.24M n-BuLi (6.8 ml, 15.2 mmoles) is added slowly. After complete addition the reaction mixture is stirred for 10 minutes before being cooled to -78° C. At that temperature ethyl N-benzylideneglycinate (4) (2.9 g, 15.2 mmoles) is added and stirring is allowed to proceed for 15 minutes before aldehyde (8) (4.0 g, 15.2 mmoles), dissolved in anhydrous THF (25 ml), is added dropwise to the ... Starting materials: ClC1=C2C=CN(C2=CC=C1F)[C@H]1[C@H](OC(C)=O)[C@@H](OC(C)=O)[C@H](OC(C)=O)[C@H](O1)COC(C)=O (4-chloro-5-fluoro-1-(2,3,4,6-tetra-O-acetyl-β-D-glucopyranosyl)indole), O1C2=C(C=C1)C=C(C=C2)C(=O)Cl (benzo[b]furan-5-carbonyl chloride). The product is O1C2=C(C=C1)C=C(C=C2)CC2=CN(C1=CC=C(C(=C21)Cl)F)[C@H]2[C@H](O)[C@@H](O)[C@H](O)[C@H](O2)CO (3-(benzo[b]furan-5-yl-methyl)-4-chloro-5-fluoro-1-(β-D-glucopyranosyl)indole). Reaction SMILES: [Cl:1][C:2]1[C:10]([F:11])=[CH:9][CH:8]=[C:7]2[C:3]=1[CH:4]=[CH:5][N:6]2[C@@H:12]1[O:29][C@H:28]([CH2:30][O:31]C(=O)C)[C@@H:23]([O:24]C(=O)C)[C@H:18]([O:19]C(=O)C)[C@H:13]1[O:14]C(=O)C.[O:35]1[CH:39]=[CH:38][C:37]2[CH:40]=[C:41]([C:44](Cl)=O)[CH:42]=[CH:43][C:36]1=2>>[O:35]1[CH:39]=[CH:38][C:37]2[CH:40]=[C:41]([CH2:44][C:4]3[C:3]4[C:7](=[CH:8][CH:9]=[C:10]([F:11])[C:2]=4[Cl:1])[N:6]([C@@H:12]4[O:29][C@H:28]([CH2:30][OH:31])[C@@H:23]([OH:24])[C@H:18]([OH:19])[C@H:13]4[OH:14])[CH:5]=3)[CH:42]=[CH:43][C:36]1=2. Procedure: The above 4-chloro-5-fluoro-1-(2,3,4,6-tetra-O-acetyl-β-D-glucopyranosyl)indole and benzo[b]furan-5-carbonyl chloride were treated in a manner similar to Example 27 to give the titled compound, 3-(benzo[b]furan-5-yl-methyl)-4-chloro-5-fluoro-1-(β-D-glucopyranosyl)indole as a colorless powder. APCI-Mass m/Z 462/464 (M+H). 1H-NMR (DMSO-d6) δ 3.15-3.45 (m, 4H), 3.65 (m, 2H), 4.35 (s, 2H), 4.54 (t, J=5.5 Hz, 1H), 5.11 (d, J=5.3 Hz, 1H), 5.17 (d, J=5.0 Hz, 1H), 5.24 (d, J=5.8 Hz, 1H), 5.40 (d, J=9.0 ... The reactants are C(C)(C)(C)OC(=O)N1CCC(CC1)N1C2=CC=CC=C2OC=2C=C(C=CC12)C#N (4-(3-cyanophenoxazin-10-yl)-piperidine-1-carboxylic acid tert-butyl ester), C(C)(C)(C)OC(=O)N1CCC(CC1)N1C2=CC=CC=C2OC=2C=C(C=CC12)C#N (4-(3-Cyanophenoxazin-10-yl)-piperidine-1-carboxylic acid tert-butyl ester), Cl.[OH-].[NH4+] (ammonium hydroxide hydrochloride), C([O-])([O-])=O.[K+].[K+] (potassium carbonate), O (water). Solvent: C(C)O (ethanol). The product is C(C)(C)(C)OC(=O)N1CCC(CC1)N1C2=CC=CC=C2OC=2C=C(C=CC12)C(NO)=N (4-[3-(N-Hydroxycarbamimidoyl)-phenoxazin-10-yl]-piperidine-1-carboxylic acid tert-butyl ester). As a reaction SMILES: [C:1]([O:5][C:6]([N:8]1[CH2:13][CH2:12][CH:11]([N:14]2[C:27]3[CH:26]=[CH:25][C:24]([C:28]#[N:29])=[CH:23][C:22]=3[O:21][C:20]3[C:15]2=[CH:16][CH:17]=[CH:18][CH:19]=3)[CH2:10][CH2:9]1)=[O:7])([CH3:4])([CH3:3])[CH3:2].Cl.[OH-:31].[NH4+:32].C(=O)([O-])[O-].[K+].[K+].O>C(O)C>[C:1]([O:5][C:6]([N:8]1[CH2:13][CH2:12][CH:11]([N:14]2[C:27]3[CH:26]=[CH:25][C:24]([C:28](=[NH:32])[NH:29][OH:31])=[CH:23][C:22]=3[O:21][C:20]3[C:15]2=[CH:16][CH:17]=[CH:18][CH:19]=3)[CH2:10][CH2:9]1)=[O:7])([CH3:4])([CH3:2])[CH3:3] |f:1.2.3,4.5.6|. Procedure: To a solution of 4-(3-cyanophenoxazin-10-yl)-piperidine-1-carboxylic acid tert-butyl ester, 4a (130 mg; 0.33 mmol) in ethanol (3 mL) was added ammonium hydroxide hydrochloride (69 mg; 0.99 mmol) and potassium carbonate (91 mg; 0.66 mmol), and the mixture was heated to reflux for 16 h. The mixture was allowed to cool to rt, water (5 mL) was added, and the mixture was extracted with ethyl acetate (2×5 mL). The combined organic layers were dried over MgSO4, filtered, and evaporated, yielding 4-[3-(... Reactants: ClC=1C=NC(NC1)=O (5-chloropyrimidin-2-one), BrCC(=O)C1=CC=C(C=C1)S(=O)(=O)C (2-bromo-4'-methylsulphonyl acetophenone). Run in C(C)N(CC)CC (triethylamine), C(C)O (ethanol). Run at time 1 hour. Yields the product ClC=1C=NC(N(C1)CC(=O)C1=CC=C(C=C1)S(=O)(=O)C)=O (5-Chloro-1-(4-methylsulphonylphenacyl)pyrimidin-2-one). Yield: 23.9%. Reaction SMILES: [Cl:1][C:2]1[CH:3]=[N:4][C:5](=[O:8])[NH:6][CH:7]=1.Br[CH2:10][C:11]([C:13]1[CH:18]=[CH:17][C:16]([S:19]([CH3:22])(=[O:21])=[O:20])=[CH:15][CH:14]=1)=[O:12]>C(N(CC)CC)C.C(O)C>[Cl:1][C:2]1[CH:3]=[N:4][C:5](=[O:8])[N:6]([CH2:10][C:11]([C:13]2[CH:14]=[CH:15][C:16]([S:19]([CH3:22])(=[O:21])=[O:20])=[CH:17][CH:18]=2)=[O:12])[CH:7]=1. Procedure details: A suspension of 5-chloropyrimidin-2-one (411 mg) and 2-bromo-4'-methylsulphonyl acetophenone (835 mg) in triethylamine (1 ml) and ethanol (20 ml) was stirred at ambient temperature for one hour. The resulting suspension was concentrated at reduced pressure then diluted with water (100 ml). The collected precipitate was crystallised from acetone, then from ethanol to give the title pyrimidinone (235 mg); m.p. 257°-258°; λmaxEtOH 242 nm (ε 23650), 286 nm (ε 1950), 334 nm (ε 1680), λinf 293 nm (ε 1... Reactants: C1CCOC1, CO, Cl, COC(=O)CC1CCN(C(=O)c2c[nH]c(-c3cc(Oc4ccc(NC(=O)Nc5cc(C)ccc5F)cc4)ccn3)c2)CC1, [Na+], [OH-], O. Yields the product Cc1ccc(F)c(NC(=O)Nc2ccc(Oc3ccnc(-c4cc(C(=O)N5CCC(CC(=O)O)CC5)c[nH]4)c3)cc2)c1. RXN SMILES: [CH2:48]1[O:49][CH2:50][CH2:51][CH2:52]1.[CH3:53][OH:54].[ClH:47].[F:1][c:2]1[c:3]([NH:9][C:10](=[O:11])[NH:12][c:13]2[cH:14][cH:15][c:16]([O:17][c:18]3[cH:19][c:20](-[c:24]4[cH:25][c:26]([C:29](=[O:30])[N:31]5[CH2:32][CH2:33][CH:34]([CH2:37][C:38](=[O:39])[O:40][CH3:41])[CH2:35][CH2:36]5)[cH:27][nH:28]4)[n:21][cH:22][cH:23]3)[cH:42][cH:43]2)[cH:4][c:5]([CH3:8])[cH:6][cH:7]1.[Na+:45].[OH-:44].[OH2:46]>>[F:1][c:2]1[c:3]([NH:9][C:10](=[O:11])[NH:12][c:13]2[cH:14][cH:15][c:16]([O:17][c:18]3[cH:19][c:20](-[c:24]4[cH:25][c:26]([C:29](=[O:30])[N:31]5[CH2:32][CH2:33][CH:34]([CH2:37][C:38](=[O:39])[OH:40])[CH2:35][CH2:36]5)[cH:27][nH:28]4)[n:21][cH:22][cH:23]3)[cH:42][cH:43]2)[cH:4][c:5]([CH3:8])[cH:6][cH:7]1.